From a dataset of the Open Reaction Database (ORD), a public repository of structured organic reaction records. describe an organic reaction: reactants, conditions, products, and yield Reactants: NC1=CC=C(C2=C1C(C=C(O2)C2=CC=C(C=C2)NCCCN2C(C=1C(C2=O)=CC=CC1)=O)=O)F (5-Amino-8-fluoro-2-[4-[(3-phthalimidopropyl)amino]phenyl]-4H-1-benzopyran-4-one). Solvent: mixed solvent, CN(C=O)C (dimethylformamide), CO (methanol), O.NN (hydrazine monohydrate). Reaction conditions: temperature 55 celsius, time 20 minute. Yields the product NC1=CC=C(C2=C1C(C=C(O2)C2=CC=C(C=C2)NCCCN)=O)F (5-Amino-2-[4-[(3-aminopropyl)amino]phenyl]-8-fluoro-4H-1-benzopyran-4-one). As a reaction SMILES: [NH2:1][C:2]1[C:7]2[C:8](=[O:33])[CH:9]=[C:10]([C:12]3[CH:17]=[CH:16][C:15]([NH:18][CH2:19][CH2:20][CH2:21][N:22]4C(=O)C5=CC=CC=C5C4=O)=[CH:14][CH:13]=3)[O:11][C:6]=2[C:5]([F:34])=[CH:4][CH:3]=1>CN(C)C=O.CO.O.NN>[NH2:1][C:2]1[C:7]2[C:8](=[O:33])[CH:9]=[C:10]([C:12]3[CH:13]=[CH:14][C:15]([NH:18][CH2:19][CH2:20][CH2:21][NH2:22])=[CH:16][CH:17]=3)[O:11][C:6]=2[C:5]([F:34])=[CH:4][CH:3]=1 |f:3.4|. Procedure details: 4.22 g of Compound 19 was dissolved in 200 ml of a mixed solvent of dimethylformamide and methanol (1:1), 9.0 ml of hydrazine monohydrate was added and the mixture was stirred at 50-60° C. for 20 minutes. The reaction solution was concentrated under reduced pressure, the residue was subjected to silica gel column chromatography (chloroform:methanol:aqueous ammonia=9:1:1) to give Compound 20 which was dissolved in ethanol, a 5.5N hydrochloric acid-isopropylalcohol solution was added, and the prec... The reactants are CC(C)(C)OC(=O)N1CCC(O)CC1, C1CCOC1, O=[N+]([O-])c1ccc(F)cc1, OC1CCNCC1. Product: CC(C)(C)OC(=O)N1CCC(Oc2ccc([N+](=O)[O-])cc2)CC1. As a reaction SMILES: [C:1](=[O:2])([O:3][C:4]([CH3:5])([CH3:6])[CH3:7])[N:8]1[CH2:9][CH2:10][CH:11]([OH:14])[CH2:12][CH2:13]1.[CH2:32]1[O:33][CH2:34][CH2:35][CH2:36]1.[F:22][c:23]1[cH:24][cH:25][c:26]([N+:29](=[O:30])[O-:31])[cH:27][cH:28]1.[OH:15][CH:16]1[CH2:17][CH2:18][NH:19][CH2:20][CH2:21]1>>[C:1](=[O:2])([O:3][C:4]([CH3:5])([CH3:6])[CH3:7])[N:8]1[CH2:9][CH2:10][CH:11]([O:14][c:23]2[cH:24][cH:25][c:26]([N+:29](=[O:30])[O-:31])[cH:27][cH:28]2)[CH2:12][CH2:13]1. Starting materials: COC(=O)c1ccccc1C=O, CC1(C)Oc2cc([N+](=O)[O-])ccc2C(N)C1O, CO, [Zn]. The product is CC1(C)Oc2cc([N+](=O)[O-])ccc2C(N2Cc3ccccc3C2=O)C1O. As a reaction SMILES: [C:18](=[O:19])([O:21][CH3:25])[c:22]1[c:23]([CH:24]=[O:20])[cH:26][cH:27][cH:28][cH:29]1.[CH3:1][C:2]1([CH3:17])[O:3][c:4]2[c:5]([cH:10][cH:11][c:12]([N+:14](=[O:15])[O-:16])[cH:13]2)[CH:6]([NH2:9])[CH:7]1[OH:8].[CH3:30][OH:31].[Zn:32]>>[CH3:1][C:2]1([CH3:17])[O:3][c:4]2[c:5]([cH:10][cH:11][c:12]([N+:14](=[O:15])[O-:16])[cH:13]2)[CH:6]([N:9]2[C:18](=[O:19])[c:22]3[c:23]([cH:26][cH:27][cH:28][cH:29]3)[CH2:24]2)[CH:7]1[OH:8]. Procedure: In a 100 ml round-bottomed flask, a mixture of 277 mg of 5-quinolin-3-ylpyrrolo[1,2-a]indol-9-one oxime hydrochloride obtained according to the preceding stage, in 5 ml of acetic acid, 5 ml of ethanol and 5 ml of water, is stirred at ambient temperature. 58 mg of powdered zinc are added and the resulting mixture is left to stir for 1.5 hours. A further 58 mg of powdered zinc is added and the resulting mixture is left to stir for 3.5 hours. The reaction medium is filtered through clarcel, washing... Conditions: time 1.5 hour. The solvent is C(C)(=O)O (acetic acid). Product: C(C)(=O)O.N1=CC(=CC2=CC=CC=C12)C1=CC=CC=2C(C=3N(C12)C=CC3)N (5-quinolin-3-yl-9H-pyrrolo[1,2-a]indol-9-ylamine acetate). Reagents/catalysts: [Zn] (zinc), [Zn] (zinc). Reaction SMILES: Cl.[N:2]1[C:11]2[C:6](=[CH:7][CH:8]=[CH:9][CH:10]=2)[CH:5]=[C:4]([C:12]2[C:20]3[N:19]4[CH:21]=[CH:22][CH:23]=[C:18]4[C:17](=[N:24][OH:25])[C:16]=3[CH:15]=[CH:14][CH:13]=2)[CH:3]=1.[CH2:26]([OH:28])[CH3:27].O>C(O)(=O)C.[Zn]>[C:26]([OH:25])(=[O:28])[CH3:27].[N:2]1[C:11]2[C:6](=[CH:7][CH:8]=[CH:9][CH:10]=2)[CH:5]=[C:4]([C:12]2[C:20]3[N:19]4[CH:21]=[CH:22][CH:23]=[C:18]4[CH:17]([NH2:24])[C:16]=3[CH:15]=[CH:14][CH:13]=2)[CH:3]=1 |f:0.1,6.7|. The reactants are Cl.N1=CC(=CC2=CC=CC=C12)C1=CC=CC=2C(C=3N(C12)C=CC3)=NO (5-quinolin-3-ylpyrrolo[1,2-a]indol-9-one oxime hydrochloride), C(C)O (ethanol), O (water). Procedure: In analogy to intermediate 44C, (S)-4-[[(S)-2-(3-chloro-4-trifluoromethyl-phenylamino)-propionyl]-(2,2-dimethoxy-ethyl)-amino]-5-methoxy-pentanoic acid tert-butyl ester was cyclized with trifluoroacetic acid/triethylsilane to give the titled compound in 36% yield as brown oil. MS: 421.2 (MH+, 1Cl). RXN SMILES: C([O:5][C:6](=[O:36])[CH2:7][CH2:8][C@H:9]([N:13]([C:20](=[O:35])[C@@H:21]([NH:23][C:24]1[CH:29]=[CH:28][C:27]([C:30]([F:33])([F:32])[F:31])=[C:26]([Cl:34])[CH:25]=1)[CH3:22])[CH2:14][CH:15](OC)OC)[CH2:10][O:11][CH3:12])(C)(C)C.FC(F)(F)C(O)=O.C([SiH](CC)CC)C>>[Cl:34][C:26]1[CH:25]=[C:24]([N:23]2[CH2:15][CH2:14][N:13]([C@H:9]([CH2:10][O:11][CH3:12])[CH2:8][CH2:7][C:6]([OH:5])=[O:36])[C:20](=[O:35])[C@@H:21]2[CH3:22])[CH:29]=[CH:28][C:27]=1[C:30]([F:31])([F:32])[F:33] |f:1.2|. The reactants are intermediate 44C, C(C)(C)(C)OC(CC[C@@H](COC)N(CC(OC)OC)C([C@H](C)NC1=CC(=C(C=C1)C(F)(F)F)Cl)=O)=O ((S)-4-[[(S)-2-(3-chloro-4-trifluoromethyl-phenylamino)-propionyl]-(2,2-dimethoxy-ethyl)-amino]-5-methoxy-pentanoic acid tert-butyl ester), FC(C(=O)O)(F)F.C(C)[SiH](CC)CC (trifluoroacetic acid triethylsilane). Isolated yield 36.0%. The product is ClC=1C=C(C=CC1C(F)(F)F)N1[C@H](C(N(CC1)[C@@H](CCC(=O)O)COC)=O)C ((S)-4-[(S)-4-(3-Chloro-4-trifluoromethyl-phenyl)-3-methyl-2-oxo-piperazin-1-yl]-5-methoxy-pentanoic acid). The reactants are CC(C)(C)Oc1ccc(C(=O)O)cc1, CN(C)c1ccncc1, CCCCCCC, ClCCl, CC(C)(C)OC(=O)N1CCCC(O)C(N)C1, Cc1ccc(S(=O)(=O)Cl)cc1. The product is CC(C)(C)OC(=O)N1CCCC(O)C(NC(=O)c2ccc(OC(C)(C)C)cc2)C1. RXN SMILES: [C:12]([CH3:13])([CH3:14])([CH3:15])[O:16][c:17]1[cH:18][cH:19][c:20]([C:21](=[O:22])[OH:23])[cH:24][cH:25]1.[CH3:45][N:46]([CH3:47])[c:48]1[cH:49][cH:50][n:51][cH:52][cH:53]1.[CH3:54][CH2:55][CH2:56][CH2:57][CH2:58][CH2:59][CH3:60].[Cl:42][CH2:43][Cl:44].[NH2:26][CH:27]1[CH2:28][N:29]([C:35](=[O:36])[O:37][C:38]([CH3:39])([CH3:40])[CH3:41])[CH2:30][CH2:31][CH2:32][CH:33]1[OH:34].[c:1]1([CH3:2])[cH:3][cH:4][c:5]([S:6]([Cl:7])(=[O:8])=[O:9])[cH:10][cH:11]1>>[C:12]([CH3:13])([CH3:14])([CH3:15])[O:16][c:17]1[cH:18][cH:19][c:20]([C:21](=[O:23])[NH:26][CH:27]2[CH2:28][N:29]([C:35](=[O:36])[O:37][C:38]([CH3:39])([CH3:40])[CH3:41])[CH2:30][CH2:31][CH2:32][CH:33]2[OH:34])[cH:24][cH:25]1. Starting materials: Cl (hydrochloric acid), N1CCOCC1 (morpholine), ClCC(CC(=O)OC)=O (methyl 4-chloroacetoacetate), O (Water). Solvent: ClCCl (dichloromethane). Reaction conditions: time 4 hour. Product: N1(CCOCC1)CC(CC(=O)OC)=O (Methyl 4-(4-morpholinyl)-3-oxobutanoate). As a reaction SMILES: [NH:1]1[CH2:6][CH2:5][O:4][CH2:3][CH2:2]1.Cl[CH2:8][C:9](=[O:15])[CH2:10][C:11]([O:13][CH3:14])=[O:12].O.Cl>ClCCl>[N:1]1([CH2:8][C:9](=[O:15])[CH2:10][C:11]([O:13][CH3:14])=[O:12])[CH2:6][CH2:5][O:4][CH2:3][CH2:2]1. Reported procedure: 1.27 g (14.6 mmol) of morpholine are added to a solution of 1.0 g (6.64 mmol) of methyl 4-chloroacetoacetate in 10 ml of dichloromethane, and the mixture is stirred at room temperature for 4 hours. Water is then added and the mixture is neutralized with 2N hydrochloric acid. The organic phase is dried over sodium sulfate and concentrated, and the residue is chromatographed on silica gel with cyclohexane/ethyl acetate (10:1→4:1→1:1) as mobile phase.